This data is from the Open Reaction Database (ORD), a public repository of structured organic reaction records. The task is: describe an organic reaction: reactants, conditions, products, and yield Starting materials: C1(CC1)COC1=C(C=CC(=N1)C(=O)O)OC(F)(F)F (6-cyclopropylmethoxy-5-trifluoromethoxy-pyridine-2-carboxylic acid), ClC1=C(C=CC(=N1)C(=O)O)OCC1CC1 (6-chloro-5-cyclopropylmethoxy-pyridine-2-carboxylic acid), CC1(NCOC1)C (4,4-dimethyl-oxazolidine). Yields the product ClC1=C(C=CC(=N1)C(=O)N1COCC1(C)C)OCC1CC1 ((6-Chloro-5-cyclopropylmethoxy-pyridin-2-yl)-(4,4-dimethyl-oxazolidin-3-yl)-methanone). RXN SMILES: C1([CH2:4][O:5][C:6]2[N:11]=[C:10]([C:12](O)=O)[CH:9]=CC=2OC(F)(F)F)CC1.[Cl:20][C:21]1[N:26]=[C:25]([C:27]([OH:29])=O)[CH:24]=[CH:23][C:22]=1[O:30][CH2:31][CH:32]1[CH2:34][CH2:33]1.CC1(C)COCN1>>[Cl:20][C:21]1[N:26]=[C:25]([C:27]([N:11]2[C:10]([CH3:12])([CH3:9])[CH2:4][O:5][CH2:6]2)=[O:29])[CH:24]=[CH:23][C:22]=1[O:30][CH2:31][CH:32]1[CH2:34][CH2:33]1. Procedure details: The title compound was synthesized in analogy to Example 47 b, using the mixture of 6-cyclopropylmethoxy-5-trifluoromethoxy-pyridine-2-carboxylic acid and 6-chloro-5-cyclopropylmethoxy-pyridine-2-carboxylic acid (Example 47 a, 50 mg, 180 μmol) and 4,4-dimethyl-oxazolidine (CAN 51200-87-4; 28.4 μl (75%), 198 μmol) as starting materials and isolated (13 mg, 23%) as colorless oil; LC-MS (UV peak area, ESI) 100%, 311.1158 [MH+]. Starting materials: C(C1=CC=CC=C1)(=O)O[C@H]1[C@H](OCC[Si](C)(C)C)O[C@@H]([C@H]([C@@H]1O[C@H]1[C@@H](OCC2=CC=CC=C2)[C@H](OCC2=CC=CC=C2)[C@H](OCC2=CC=CC=C2)[C@@H](O1)C)O[C@H]1[C@H](OC(C2=CC=CC=C2)=O)[C@@H](O)[C@@H](O)[C@H](O1)COC(C1=CC=CC=C1)=O)COC(C1=CC=CC=C1)=O (2-(Trimethylsilyl) ethyl 2,6-di-O-benzoyl-3-O-(2,3,4-tri-O-benzyl-α-L-fucopyranosyl)-4-O-(2,6-di-O-benzoyl-β-D-galactopyranosyl)-β-D-glucopyranoside), C1=CC=CC=C1 (benzene), C1(=CC=C(C=C1)S(=O)(=O)O)C (4-toluenesulfonic acid). Reagents/catalysts: C(C)N(CC)CC (triethylamine). Run in C(C)(OCC)(OCC)OCC (triethyl orthoacetate). Conditions: time 1 hour. Yields the product C(C1=CC=CC=C1)(=O)O[C@H]1[C@H](OCC[Si](C)(C)C)O[C@@H]([C@@H]([C@@H]1O[C@H]1[C@@H](OCC2=CC=CC=C2)[C@H](OCC2=CC=CC=C2)[C@H](OCC2=CC=CC=C2)[C@@H](O1)C)O[C@H]1[C@H](OC(C2=CC=CC=C2)=O)[C@@H](O)[C@@H](OC(C)=O)[C@H](O1)COC(C1=CC=CC=C1)=O)COC(C1=CC=CC=C1)=O (2-(Trimethylsilyl) ethyl 2,6-di-O-benzoyl-4-O-(4-O-acetyl-2,6-di-O-benzoyl-β-D-galactopyranosyl)-3-O-(2,3,4-tri-O-benzyl-α-L-fucopyranosyl)-β-D-galactopyranoside). The yield is 89.0%. Reaction SMILES: [C:1]([O:9][C@@H:10]1[C@@H:22]([O:23][C@@H:24]2[O:53][C@@H:52]([CH3:54])[C@@H:43]([O:44][CH2:45][C:46]3[CH:51]=[CH:50][CH:49]=[CH:48][CH:47]=3)[C@@H:34]([O:35][CH2:36][C:37]3[CH:42]=[CH:41][CH:40]=[CH:39][CH:38]=3)[C@@H:25]2[O:26][CH2:27][C:28]2[CH:33]=[CH:32][CH:31]=[CH:30][CH:29]=2)[C@H:21]([O:55][C@@H:56]2[O:72][C@H:71]([CH2:73][O:74][C:75](=[O:82])[C:76]3[CH:81]=[CH:80][CH:79]=[CH:78][CH:77]=3)[C@H:69]([OH:70])[C@H:67]([OH:68])[C@H:57]2[O:58][C:59](=[O:66])[C:60]2[CH:65]=[CH:64][CH:63]=[CH:62][CH:61]=2)[C@@H:20]([CH2:83][O:84][C:85](=[O:92])[C:86]2[CH:91]=[CH:90][CH:89]=[CH:88][CH:87]=2)[O:19][C@H:11]1[O:12][CH2:13][CH2:14][Si:15]([CH3:18])([CH3:17])[CH3:16])(=[O:8])[C:2]1[CH:7]=[CH:6][CH:5]=[CH:4][CH:3]=1.C1(C)C=CC(S(O)(=O)=[O:100])=CC=1.[CH:104]1[CH:109]=CC=CC=1>C(OCC)(OCC)(OCC)C.C(N(CC)CC)C>[C:1]([O:9][C@@H:10]1[C@@H:22]([O:23][C@@H:24]2[O:53][C@@H:52]([CH3:54])[C@@H:43]([O:44][CH2:45][C:46]3[CH:51]=[CH:50][CH:49]=[CH:48][CH:47]=3)[C@@H:34]([O:35][CH2:36][C:37]3[CH:38]=[CH:39][CH:40]=[CH:41][CH:42]=3)[C@@H:25]2[O:26][CH2:27][C:28]2[CH:29]=[CH:30][CH:31]=[CH:32][CH:33]=2)[C@@H:21]([O:55][C@@H:56]2[O:72][C@H:71]([CH2:73][O:74][C:75](=[O:82])[C:76]3[CH:77]=[CH:78][CH:79]=[CH:80][CH:81]=3)[C@H:69]([O:70][C:109](=[O:100])[CH3:104])[C@H:67]([OH:68])[C@H:57]2[O:58][C:59](=[O:66])[C:60]2[CH:61]=[CH:62][CH:63]=[CH:64][CH:65]=2)[C@@H:20]([CH2:83][O:84][C:85](=[O:92])[C:86]2[CH:87]=[CH:88][CH:89]=[CH:90][CH:91]=2)[O:19][C@H:11]1[O:12][CH2:13][CH2:14][Si:15]([CH3:17])([CH3:18])[CH3:16])(=[O:8])[C:2]1[CH:3]=[CH:4][CH:5]=[CH:6][CH:7]=1. Procedure details: A solution of compound 10a (1.87 g), in a mixture of benzene (50 mL) and triethyl orthoacetate (50 mL), containing 4-toluenesulfonic acid (0.25 g) was stirred for 1 h at room temperature. The acid was then neutralized with a few drops of triethylamine, and the mixture evaporated to dryness. The residue was mixed with 80% aqueous acetic acid (100 mL) and the mixture stirred for 40 min at room temperature. Processing as described for 10b (to give 11b), gave the title compound 11a (1.86 g,89%); a w... Reactants: BrCCBr, CCO, [Na+], [OH-], Oc1ccc2nonc2c1. The product is c1ccc2nonc2c1. RXN SMILES: [Br:13][CH2:14][CH2:15][Br:16].[CH3:17][CH2:18][OH:19].[Na+:2].[OH-:1].[OH:3][c:4]1[cH:5][cH:6][c:7]2[c:8]([n:9][o:10][n:11]2)[cH:12]1>>[cH:4]1[cH:5][cH:6][c:7]2[c:8]([n:9][o:10][n:11]2)[cH:12]1.